Dataset: the Open Reaction Database (ORD), a public repository of structured organic reaction records. Task: describe an organic reaction: reactants, conditions, products, and yield Reactants: OC1CCNCC1 (4-hydroxypiperidine), C([O-])([O-])=O.[Na+].[Na+] (sodium carbonate), C(C1=CC=CC=C1)(=O)Cl (benzoyl chloride). The solvent is O (water). Reaction conditions: temperature 5 celsius. Product: C(C1=CC=CC=C1)(=O)N1CCC(CC1)O (1-benzoyl-4-hydroxypiperidine). Isolated yield 89.8%. Reaction SMILES: [C:1](Cl)(=[O:8])[C:2]1[CH:7]=[CH:6][CH:5]=[CH:4][CH:3]=1.[OH:10][CH:11]1[CH2:16][CH2:15][NH:14][CH2:13][CH2:12]1.C(=O)([O-])[O-].[Na+].[Na+]>O>[C:1]([N:14]1[CH2:15][CH2:16][CH:11]([OH:10])[CH2:12][CH2:13]1)(=[O:8])[C:2]1[CH:7]=[CH:6][CH:5]=[CH:4][CH:3]=1 |f:2.3.4|. Procedure details: In this reference example, 7.03 g of benzoyl chloride was added dropwise to a mixture of 5.05 g of 4-hydroxypiperidine, 6.36 g of sodium carbonate and 60 ml of water at 10° C. with stirring. After the addition, the mixture was maintained at 5° C. for 2 hours. The reaction mixture was filtered, and then filtrate was extracted with dichloromethane. The extract was concentrated, and ether was added to crystallize, whereby 9.20 g of 1-benzoyl-4-hydroxypiperidine was obtained (yield: 90.1%). Starting materials: C(C)(C)(C)OC(=O)NCCCCCCCCCCC(=O)O (11-tert-Butoxycarbonylamino-undecanoic acid). Solvent: O1CCCC1 (tetrahydrofuran). Reaction conditions: temperature 0 celsius, time 1 hour. Yields the product C(C)(C)(C)OC(NCCCCCCCCCCCO)=O ((11-Hydroxy-undecyl)carbamic acid tert-butyl ester). Isolated yield 98.0%. RXN SMILES: [C:1]([O:5][C:6]([NH:8][CH2:9][CH2:10][CH2:11][CH2:12][CH2:13][CH2:14][CH2:15][CH2:16][CH2:17][CH2:18][C:19](O)=[O:20])=[O:7])([CH3:4])([CH3:3])[CH3:2]>O1CCCC1>[C:1]([O:5][C:6](=[O:7])[NH:8][CH2:9][CH2:10][CH2:11][CH2:12][CH2:13][CH2:14][CH2:15][CH2:16][CH2:17][CH2:18][CH2:19][OH:20])([CH3:4])([CH3:2])[CH3:3]. Procedure: Compound 1 (29.0 g, 96.2 mmol) was dissolved in anhydrous tetrahydrofuran (500 mL). The solution was cooled to 0° C. under a dry inert atmosphere. Borane-tetrahydrofuran complex (1.0 M, 144 mL, 144 mmol) was added dropwise with stirring over 1 hour. The cooling bath was removed and the reaction was allowed to warm to room temperature and stirred an additional 2 hours. The reaction was then quenched by the slow, careful addition of saturated aqueous sodium bicarbonate solution (100 mL). The mixtu... Starting materials: C(=O)C1=CC=C(C=C1)N1CCC(CC1)C1CCN(CC1)C(=O)OC(C)(C)C (tert-Butyl 1′-(4-formylphenyl)-4,4′-bipiperidine-1-carboxylate), [BH4-].[Na+] (NaBH4). Solvent: CCO (EtOH). Reaction conditions: time 1 hour. Yields the product OCC1=CC=C(C=C1)N1CCC(CC1)C1CCN(CC1)C(=O)OC(C)(C)C (tert-Butyl 1′-[4-(hydroxymethyl)phenyl]-4,4′-bipiperidine-1-carboxylate). Reaction SMILES: [CH:1]([C:3]1[CH:8]=[CH:7][C:6]([N:9]2[CH2:14][CH2:13][CH:12]([CH:15]3[CH2:20][CH2:19][N:18]([C:21]([O:23][C:24]([CH3:27])([CH3:26])[CH3:25])=[O:22])[CH2:17][CH2:16]3)[CH2:11][CH2:10]2)=[CH:5][CH:4]=1)=[O:2].[BH4-].[Na+]>CCO>[OH:2][CH2:1][C:3]1[CH:8]=[CH:7][C:6]([N:9]2[CH2:10][CH2:11][CH:12]([CH:15]3[CH2:16][CH2:17][N:18]([C:21]([O:23][C:24]([CH3:27])([CH3:26])[CH3:25])=[O:22])[CH2:19][CH2:20]3)[CH2:13][CH2:14]2)=[CH:5][CH:4]=1 |f:1.2|. Reported procedure: A solution of tert-Butyl 1′-(4-formylphenyl)-4,4′-bipiperidine-1-carboxylate (72 mg; 0.193 mmol) in EtOH (1 mL) was treated with NaBH4 (8 mg; 0.213 mmol). The solution was stirred at ambient temperature for 1 hr. The reaction was partitioned between iPrOAc and water. The organic was dried over magnesium sulfate, filtered and evaporated to afford the title compound. Starting materials: CCc1nc(NC2c3ccccc3CC2O)c(CC)nc1Br, CCCC1CCc2sccc2C1Nc1nc(CC)cnc1CC. Yields the product CCCC1CCc2sccc2C1Nc1nc(CC)c(Br)nc1CC. As a reaction SMILES: [Br:1][c:2]1[n:3][c:4]([CH2:5][CH3:6])[c:7]([NH:8][CH:9]2[c:10]3[c:11]([cH:12][cH:13][cH:14][cH:15]3)[CH2:16][CH:17]2[OH:18])[n:19][c:20]1[CH2:21][CH3:22].[CH2:23]([CH3:24])[c:25]1[c:26]([NH:33][CH:34]2[CH:35]([CH2:43][CH2:44][CH3:45])[CH2:36][CH2:37][c:38]3[c:39]2[cH:40][cH:41][s:42]3)[n:27][c:28]([CH2:31][CH3:32])[cH:29][n:30]1>>[Br:1][c:29]1[c:28]([CH2:31][CH3:32])[n:27][c:26]([NH:33][CH:34]2[CH:35]([CH2:43][CH2:44][CH3:45])[CH2:36][CH2:37][c:38]3[c:39]2[cH:40][cH:41][s:42]3)[c:25]([CH2:23][CH3:24])[n:30]1.